Dataset: the Open Reaction Database (ORD), a public repository of structured organic reaction records. Task: describe an organic reaction: reactants, conditions, products, and yield Reactants: BrC1=CC=NC=C1C(=O)O (4-bromonicotinic acid), C(CCl)Cl (EDC), CO (MeOH). Reagents/catalysts: CN(C)C=1C=CN=CC1 (DMAP). The solvent is C(Cl)Cl (DCM). Conditions: temperature 0 celsius. The product is COC(C1=CN=CC=C1Br)=O (4-bromonicotinic acid methyl ester). The yield is 45.6%. As a reaction SMILES: [Br:1][C:2]1[C:7]([C:8]([OH:10])=[O:9])=[CH:6][N:5]=[CH:4][CH:3]=1.CO.[CH2:13](Cl)CCl>C(Cl)Cl.CN(C1C=CN=CC=1)C>[CH3:13][O:9][C:8](=[O:10])[C:7]1[C:2]([Br:1])=[CH:3][CH:4]=[N:5][CH:6]=1. Procedure details: To a solution of 4-bromonicotinic acid (16.8 g, 83.2 mmol, 1.0 eq.) in DCM (250 mL) at 0° C. was added DMAP (1.0 g, 8.2 mmol, 0.1 eq.). MeOH (2.7 g, 83.7 mmol, 1.0 eq.) was added dropwise with stirring at 0° C. EDC (16.8 g, 87.6 mmol, 1.1 eq.) was then added. The resulting solution was stirred for 3 hours at 0° C. The reaction was then quenched with water (100 mL). The resulting solution was extracted with DCM. The organic layer was washed with saturated aqueous NaCl (3×100 mL), dried over anhyd... Starting materials: CCOC(=O)Cn1ncc(Br)c(Br)c1=O, C1COCCO1, CCOC(C)=O, [Na+], [OH-]. Yields the product O=C(O)Cn1ncc(Br)c(Br)c1=O. Reaction SMILES: [Br:1][c:2]1[cH:3][n:4][n:5]([CH2:10][C:11](=[O:12])[O:13][CH2:14][CH3:15])[c:6](=[O:9])[c:7]1[Br:8].[CH2:24]1[O:25][CH2:26][CH2:27][O:28][CH2:29]1.[CH3:18][CH2:19][O:20][C:21](=[O:22])[CH3:23].[Na+:17].[OH-:16]>>[Br:1][c:2]1[cH:3][n:4][n:5]([CH2:10][C:11](=[O:12])[OH:13])[c:6](=[O:9])[c:7]1[Br:8]. Starting materials: PdCl2(Ph3P)2, CN1C([C@@](CC1)(CC#C)NC(OC(C)(C)C)=O)=O (tert-butyl N-[(3S)-1-methyl-2-oxo-3-prop-2-ynyl-pyrrolidin-3-yl]carbamate), IC1=NC=CC(=C1)C1=CC(=CC=C1)OC(F)(F)F (2-iodo-4-[3-(trifluoromethoxy)-phenyl]pyridine), N(CC)CC (Et2NH), PdCl2(Ph3P)2. The reagents and catalysts are [Cu](I)I (Copper Iodide), [Cu]I (CuI). Solvent: C1CCOC1 (THF). Conditions: temperature 20 celsius, time 18 hour. Product: CN1C([C@@](CC1)(CC#CC1=NC=CC(=C1)C1=CC(=CC=C1)OC(F)(F)F)NC(OC(C)(C)C)=O)=O (tert-butyl N-[(3S)-1-methyl-2-oxo-3-[3-[4-[3-(trifluoromethoxy)phenyl]-2-pyridyl]prop-2-ynyl]pyrrolidin-3-yl]carbamate). Isolated yield 99.7%. RXN SMILES: [CH3:1][N:2]1[CH2:6][CH2:5][C@@:4]([NH:10][C:11](=[O:17])[O:12][C:13]([CH3:16])([CH3:15])[CH3:14])([CH2:7][C:8]#[CH:9])[C:3]1=[O:18].I[C:20]1[CH:25]=[C:24]([C:26]2[CH:31]=[CH:30][CH:29]=[C:28]([O:32][C:33]([F:36])([F:35])[F:34])[CH:27]=2)[CH:23]=[CH:22][N:21]=1.N(CC)CC>C1COCC1.[Cu](I)I.[Cu]I>[CH3:1][N:2]1[CH2:6][CH2:5][C@@:4]([NH:10][C:11](=[O:17])[O:12][C:13]([CH3:15])([CH3:14])[CH3:16])([CH2:7][C:8]#[C:9][C:20]2[CH:25]=[C:24]([C:26]3[CH:31]=[CH:30][CH:29]=[C:28]([O:32][C:33]([F:34])([F:35])[F:36])[CH:27]=3)[CH:23]=[CH:22][N:21]=2)[C:3]1=[O:18]. Procedure details: Copper Iodide (104.92 mg, 0.5500 mmol), followed by PdCl2(Ph3P)2 (193.34 mg, 0.2800 mmol) was added portionwise to a solution of the tert-butyl N-[(3S)-1-methyl-2-oxo-3-prop-2-ynyl-pyrrolidin-3-yl]carbamate (2.78 g, 11.02 mmol) (which may be prepared as described in Description 8), 2-iodo-4-[3-(trifluoromethoxy)-phenyl]pyridine (6.03 g, 16.53 mmol) (which may be prepared as described in Description 9) and Et2NH (5.7 mL, 55.09 mmol) in THF (60 mL) under N2 and the reaction was stirred at 20° C. f... Starting materials: FC=1C=CC2=C(C(CC3=C(S2)C=CC(=C3)C)N3CCN(CC3)CCN3C(OCC3)=O)C1 (racemic 3-{2-[4-(8-fluoro-10,11-dihydro-2-methyldibenzo[b,f]thiepin-10-yl)-1-piperazinyl]-ethyl}-2-oxazolidinone), O.C12(C(=O)CC(CC1)C2(C)C)CS(=O)(=O)O ((+)-camphor-10-sulfonic acid monohydrate). Run in CC(=O)C (acetone), CC(=O)C (acetone), CC(=O)C (acetone). Reaction conditions: time 2 hour. The product is di(camphor-10-sulfonic acid), FC=1C=CC2=C([C@H](CC3=C(S2)C=CC(=C3)C)N3CCN(CC3)CCN3C(OCC3)=O)C1 ((+)-(S)-3-{2-[4-(8-fluoro-10,11-dihydro-2-methyl-dibenzo[b,f]thiepin-10-yl)-1-piperazinyl]-ethyl}-2-oxazolidinone). Yield: 23.3%. Reaction SMILES: [F:1][C:2]1[CH:3]=[CH:4][C:5]2[S:11][C:10]3[CH:12]=[CH:13][C:14]([CH3:16])=[CH:15][C:9]=3[CH2:8][CH:7]([N:17]3[CH2:22][CH2:21][N:20]([CH2:23][CH2:24][N:25]4[CH2:29][CH2:28][O:27][C:26]4=[O:30])[CH2:19][CH2:18]3)[C:6]=2[CH:31]=1.O.C12(CS(O)(=O)=O)C(C)(C)C(CC1)CC2=O>CC(C)=O>[F:1][C:2]1[CH:3]=[CH:4][C:5]2[S:11][C:10]3[CH:12]=[CH:13][C:14]([CH3:16])=[CH:15][C:9]=3[CH2:8][C@H:7]([N:17]3[CH2:18][CH2:19][N:20]([CH2:23][CH2:24][N:25]4[CH2:29][CH2:28][O:27][C:26]4=[O:30])[CH2:21][CH2:22]3)[C:6]=2[CH:31]=1 |f:1.2|. Procedure: 3 G. of the salt of racemic 3-{2-[4-(8-fluoro-10,11-dihydro-2-methyldibenzo[b,f]thiepin-10-yl)-1-piperazinyl]-ethyl}-2-oxazolidinone with (+)-camphor-10-sulfonic acid monohydrate [(S)-2-oxo-10-bornanesulfonic acid; α546 = +28.0° (water; c = 10%)] in the molar ratio of 1:2 are dissolved in 5 ml. of acetone and allowed to stand at room temperature for 2 hours. After the addition of 5 ml. of acetone, the entire mixture is allowed to stand for an additional 2 hours and then treated with 3 ml. of ace...